Dataset: the Open Reaction Database (ORD), a public repository of structured organic reaction records. Task: describe an organic reaction: reactants, conditions, products, and yield Reaction SMILES: [Br:20][CH2:21][CH3:22].[Cl-:23].[K+:14].[K+:15].[NH4+:24].[O-:16][C:17]([O-:18])=[O:19].[O:25]=[CH:26][N:27]([CH3:28])[CH3:29].[OH:1][c:2]1[c:3]([N+:11](=[O:12])[O-:13])[cH:4][c:5]([C:8]([CH3:9])=[O:10])[cH:6][cH:7]1>>[O:1]([c:2]1[c:3]([N+:11](=[O:12])[O-:13])[cH:4][c:5]([C:8]([CH3:9])=[O:10])[cH:6][cH:7]1)[CH2:21][CH3:22]. Yields the product CCOc1ccc(C(C)=O)cc1[N+](=O)[O-]. Reactants: CCBr, [Cl-], [K+], [K+], [NH4+], O=C([O-])[O-], CN(C)C=O, CC(=O)c1ccc(O)c([N+](=O)[O-])c1. Starting materials: C(CCCCCCCCCCC)N(CCOC1=CC=C(C=C1)\C=C\C(C(F)(F)F)O)C(C(=O)OCC)C ([N-dodecyl-N-2-[4-(E)-[3-hydroxy-4,4,4-trifluorobut-1-en-1-yl]phenoxy]ethylamino]propanoic acid, ethyl ester), C(CCCCCCCCCCC)N(CCOC1=CC=C(C=C1)CCC(C(F)(F)F)O)CCCC(=O)OCC (4-[N-dodecyl-N-2-[4-[3-hydroxy-4,4,4-trifluorobutyl]phenoxy]ethylamino]butanoic acid, ethyl ester). Yields the product C(CCCCCCCCCCC)N(CCOC1=CC=C(C=C1)CCC(C(F)(F)F)O)CCC(=O)OCC (3-[N-Dodecyl-N-2-[4-[3-hydroxy-4,4,4-trifluorobutyl]phenoxy]ethylamino]propanoic acid, ethyl ester). The yield is 92.0%. As a reaction SMILES: [CH2:1]([N:13]([CH:31]([CH3:37])C(OCC)=O)[CH2:14][CH2:15][O:16][C:17]1[CH:22]=[CH:21][C:20](/[CH:23]=[CH:24]/[CH:25]([OH:30])[C:26]([F:29])([F:28])[F:27])=[CH:19][CH:18]=1)[CH2:2][CH2:3][CH2:4][CH2:5][CH2:6][CH2:7][CH2:8][CH2:9][CH2:10][CH2:11][CH3:12].C(N(CCC[C:71]([O:73][CH2:74][CH3:75])=[O:72])CCOC1C=CC(CCC(O)C(F)(F)F)=CC=1)CCCCCCCCCCC>>[CH2:1]([N:13]([CH2:31][CH2:37][C:71]([O:73][CH2:74][CH3:75])=[O:72])[CH2:14][CH2:15][O:16][C:17]1[CH:18]=[CH:19][C:20]([CH2:23][CH2:24][CH:25]([OH:30])[C:26]([F:28])([F:29])[F:27])=[CH:21][CH:22]=1)[CH2:2][CH2:3][CH2:4][CH2:5][CH2:6][CH2:7][CH2:8][CH2:9][CH2:10][CH2:11][CH3:12]. Procedure details: [N-dodecyl-N-2-[4-(E)-[3-hydroxy-4,4,4-trifluorobut-1-en-1-yl]phenoxy]ethylamino]propanoic acid, ethyl ester (620 mg, 1.17 mmol) was hydrogenated as described in the preparation of 4-[N-dodecyl-N-2-[4-[3-hydroxy-4,4,4-trifluorobutyl]phenoxy]ethylamino]butanoic acid, ethyl ester (Example 48) and afforded the title compound (573 mg, 92%) as a clear oil. Starting materials: C(C)(C)(C)N1N=C(C=2C(=NC=CC21)OC)C=2C=C(SC2)C(=O)O (4-(1-tert-butyl-4-methoxy-1H-pyrazolo[4,3-c]pyridin-3-yl)thiophene-2-carboxylic acid), CCN=C=NCCCN(C)C.Cl (EDCI hydrochloride), HOBt ammonium salt, O (water). Run in CN(C)C=O (DMF). Run at time 5 hour. Product: C(C)(C)(C)N1N=C(C=2C(=NC=CC21)OC)C=2C=C(SC2)C(=O)N (4-(1-tert-butyl-4-methoxy-1H-pyrazolo[4,3-c]pyridin-3-yl)thiophene-2-carboxamide). Isolated yield 19518.3%. RXN SMILES: [C:1]([N:5]1[C:13]2[CH:12]=[CH:11][N:10]=[C:9]([O:14][CH3:15])[C:8]=2[C:7]([C:16]2[CH:17]=[C:18]([C:21]([OH:23])=O)[S:19][CH:20]=2)=[N:6]1)([CH3:4])([CH3:3])[CH3:2].CC[N:26]=C=NCCCN(C)C.Cl.O>CN(C=O)C>[C:1]([N:5]1[C:13]2[CH:12]=[CH:11][N:10]=[C:9]([O:14][CH3:15])[C:8]=2[C:7]([C:16]2[CH:17]=[C:18]([C:21]([NH2:26])=[O:23])[S:19][CH:20]=2)=[N:6]1)([CH3:3])([CH3:2])[CH3:4] |f:1.2|. Procedure: To a solution of 4-(1-tert-butyl-4-methoxy-1H-pyrazolo[4,3-c]pyridin-3-yl)thiophene-2-carboxylic acid (1.50 g) in DMF (200 mL) were added EDCI hydrochloride (4.34 mg) and HOBt ammonium salt (3.44 g) at room temperature, and the mixture was stirred at room temperature for 5 hr. To the reaction mixture was added water at 0° C., and the white precipitate was collected by filtration. The obtained white solid was washed with water and saturated aqueous sodium hydrogencarbonate solution, and dried in ... Starting materials: 1F, N1C[C@@H](CC1)NC(OC(C)(C)C)=O ((R)-tert-butyl pyrrolidin-3-ylcarbamate), CC1=CC=C(C=C1)S(=O)(=O)OC=1C2=C(N=C(N1)N)C(CCCC2)(C)C (2-amino-9,9-dimethyl-6,7,8,9-tetrahydro-5H-cyclohepta[d]pyrimidin-4-yl 4-methylbenzenesulfonate), C(C)(C)(C)OC(N([C@H]1CNCC1)C)=O ((R)-tert-butylmethyl(pyrrolidin-3-yl)carbamate). Product: CN[C@H]1CN(CC1)C1=NC(=NC=2C(CCCC12)C1=CC=CC=C1)N (4-((R)-3-(methylamino)pyrrolidin-1-yl)-8-phenyl-5,6,7,8-tetrahydroquinazolin-2-amine). RXN SMILES: CC1C=CC(S(O[C:12]2[C:13]3[CH2:23][CH2:22][CH2:21][CH2:20][C:19]([CH3:25])([CH3:24])[C:14]=3[N:15]=[C:16]([NH2:18])[N:17]=2)(=O)=O)=CC=1.C(O[C:31](=O)[N:32](C)[C@@H:33]1[CH2:37][CH2:36][NH:35][CH2:34]1)(C)(C)C.N1C[CH2:43][C@@H:42](NC(=O)OC(C)(C)C)[CH2:41]1>>[CH3:31][NH:32][C@@H:33]1[CH2:37][CH2:36][N:35]([C:14]2[C:13]3[CH2:23][CH2:22][CH2:21][CH:20]([C:19]4[CH:24]=[CH:43][CH:42]=[CH:41][CH:25]=4)[C:12]=3[N:17]=[C:16]([NH2:18])[N:15]=2)[CH2:34]1. Reported procedure: The title compound was prepared according to the procedures of Examples 1E and 1F, substituting the product from Example 9C for the product from Example 1D and substituting (R)-tert-butylmethyl(pyrrolidin-3-yl)carbamate for (R)-tert-butyl pyrrolidin-3-ylcarbamate. 1H NMR (300 MHz, CDCl3) δ 7.24 (m, 2H), 7.16 (t, J=7.29 Hz, 1H), 7.07 (d, J=7.12 Hz, 2H), 4.53 (s, 2H), 3.96 (t, J=6.27 Hz, 1H), 3.74 (m, 3H), 3.47 (m, 1H), 3.29 (m, 1H), 2.73 (m, 2H), 2.49 (d, J=2.71 Hz, 3H), 2.14 (m, 2H), 1.80 (m, 4H... Reactants: C12C(C3CC(CC(C1)C3)C2)N2C(NC(=C2)C2CC2)=O (1-adamantan-2-yl-4-cyclopropyl-1,3-dihydro-imidazol-2-one), IC (iodomethane). The product is C12C(C3CC(CC(C1)C3)C2)N2C(N(C(=C2)C2CC2)C)=O (1-Adamantan-2-yl-4-cyclopropyl-3-methyl-1,3-dihydro-imidazol-2-one), oil. As a reaction SMILES: [CH:1]12[CH2:10][CH:5]3[CH2:6][CH:7]([CH2:9][CH:3]([CH2:4]3)[CH:2]1[N:11]1[CH:15]=[C:14]([CH:16]3[CH2:18][CH2:17]3)[NH:13][C:12]1=[O:19])[CH2:8]2.I[CH3:21]>>[CH:1]12[CH2:8][CH:7]3[CH2:6][CH:5]([CH2:4][CH:3]([CH2:9]3)[CH:2]1[N:11]1[CH:15]=[C:14]([CH:16]3[CH2:17][CH2:18]3)[N:13]([CH3:21])[C:12]1=[O:19])[CH2:10]2. Procedure: This material was obtained in analogy to the procedure outlined in example 23 from 1-adamantan-2-yl-4-cyclopropyl-1,3-dihydro-imidazol-2-one (obtained in example 15, 100 mg) by alkylation with iodomethane (82 mg). 1-Adamantan-2-yl-4-cyclopropyl-3-methyl-1,3-dihydro-imidazol-2-one was obtained as a light yellow oil (52 mg). MS (EI): 272.3 (M+). Starting materials: C([O-])([O-])=O.[K+].[K+] (Potassium carbonate), IC (iodomethane), O1CCCC1 (tetrahydrofuran), CNC1=CC=C(C=C1)C=1SC2=C(C1)C=CC(=C2)OCCF (2-[4-(N-monomethylamino)phenyl]-6-(2-fluoroethoxy)benzothiophene). Run in O (water). Reaction conditions: temperature 80 celsius, time 12 hour. The product is CN(C)C1=CC=C(C=C1)C=1SC2=C(C1)C=CC(=C2)OCCF (2-[4-(N,N-dimethylamino)phenyl]-6-(2-fluoroethoxy)benzothiophene). The yield is 46.1%. RXN SMILES: [C:1](=O)([O-])[O-].[K+].[K+].IC.O1CCCC1.[CH3:14][NH:15][C:16]1[CH:21]=[CH:20][C:19]([C:22]2[S:23][C:24]3[CH:30]=[C:29]([O:31][CH2:32][CH2:33][F:34])[CH:28]=[CH:27][C:25]=3[CH:26]=2)=[CH:18][CH:17]=1>O>[CH3:14][N:15]([C:16]1[CH:17]=[CH:18][C:19]([C:22]2[S:23][C:24]3[CH:30]=[C:29]([O:31][CH2:32][CH2:33][F:34])[CH:28]=[CH:27][C:25]=3[CH:26]=2)=[CH:20][CH:21]=1)[CH3:1] |f:0.1.2|. Procedure details: Potassium carbonate (35 mg, 0.245 mmol) and iodomethane (CH3I, 21 μL, 0.330 mmol) were added to an anhydrous tetrahydrofuran (5 mL) solution having the 2-[4-(N-monomethylamino)phenyl]-6-(2-fluoroethoxy)benzothiophene (1-12, 50 mg, 0.165 mmol) prepared in Example 12 dissolved therein, and stirred at 80° C. for 12 hours. The reaction mixture was cooled to room temperature and water was added. Organic compounds were extracted with ethyl acetate and evaporated after a treatment with sodium sulfate. ... Starting materials: COCCCCN1C(=NC2=C1C=CC=C2)C(=O)N([C@@H]2CN(C[C@@H](C2)C2OC2)C(=O)OC(C)(C)C)CC(C)C (tert-Butyl (3S,5R)-3-[{[1-(4-methoxybutyl)-1H-benzimidazol-2-yl]carbonyl}(2-methylpropyl)amino]-5-oxirane-2-ylpiperidine-1-carboxylate), C[O-].[Na+].CO (sodium methylate methanol). The solvent is CO (methanol). Run at temperature 70 celsius, time 6 hour. The product is OC(COC)[C@H]1CN(C[C@H](C1)N(CC(C)C)C(=O)C1=NC2=C(N1CCCCOC)C=CC=C2)C(=O)OC(C)(C)C (tert-butyl (3R,5S)-3-(1-hydroxy-2-methoxyethyl)-5-[{[1-(4-methoxybutyl)-1H-benzimidazol-2-yl]carbonyl}(2-methylpropyl)amino]piperidine-1-carboxylate). As a reaction SMILES: [CH3:1][O:2][CH2:3][CH2:4][CH2:5][CH2:6][N:7]1[C:11]2[CH:12]=[CH:13][CH:14]=[CH:15][C:10]=2[N:9]=[C:8]1[C:16]([N:18]([CH2:35][CH:36]([CH3:38])[CH3:37])[C@H:19]1[CH2:24][C@@H:23]([CH:25]2[CH2:27][O:26]2)[CH2:22][N:21]([C:28]([O:30][C:31]([CH3:34])([CH3:33])[CH3:32])=[O:29])[CH2:20]1)=[O:17].[CH3:39][O-:40].[Na+].CO>CO>[OH:26][CH:25]([C@@H:23]1[CH2:24][C@H:19]([N:18]([C:16]([C:8]2[N:7]([CH2:6][CH2:5][CH2:4][CH2:3][O:2][CH3:1])[C:11]3[CH:12]=[CH:13][CH:14]=[CH:15][C:10]=3[N:9]=2)=[O:17])[CH2:35][CH:36]([CH3:38])[CH3:37])[CH2:20][N:21]([C:28]([O:30][C:31]([CH3:32])([CH3:34])[CH3:33])=[O:29])[CH2:22]1)[CH2:27][O:40][CH3:39] |f:1.2.3|. Reported procedure: tert-Butyl (3S,5R)-3-[{[1-(4-methoxybutyl)-1H-benzimidazol-2-yl]carbonyl}(2-methylpropyl)amino]-5-oxirane-2-ylpiperidine-1-carboxylate (200 mg) was dissolved in methanol (5 ml), 28% sodium methylate-methanol solution was added, and the mixture was stirred at 70° C. for 6 hr. The solvent was evaporated under reduced pressure, and the residue was extracted with ethyl acetate. The extract was washed with saturated brine, and dried over anhydrous sodium sulfate. The solvent was evaporated under redu... The reactants are O=C([O-])[O-], CCOC(C)=O, CS(C)=O, N#Cc1ccc(F)cc1Cl, [Cs+], [Cs+], NC(Cc1ccc(F)cc1)C(=O)O. Yields the product N#Cc1ccc(NC(Cc2ccc(F)cc2)C(=O)O)cc1Cl. As a reaction SMILES: [C:24](=[O:25])([O-:26])[O-:27].[CH3:30][CH2:31][O:32][C:33](=[O:34])[CH3:35].[CH3:36][S:37](=[O:38])[CH3:39].[Cl:1][c:2]1[c:3]([C:4]#[N:5])[cH:6][cH:7][c:8]([F:10])[cH:9]1.[Cs+:28].[Cs+:29].[F:11][c:12]1[cH:13][cH:14][c:15]([CH2:16][CH:17]([NH2:18])[C:19](=[O:20])[OH:21])[cH:22][cH:23]1>>[Cl:1][c:2]1[c:3]([C:4]#[N:5])[cH:6][cH:7][c:8]([NH:18][CH:17]([CH2:16][c:15]2[cH:14][cH:13][c:12]([F:11])[cH:23][cH:22]2)[C:19](=[O:20])[OH:21])[cH:9]1. The reactants are C1COCCOCCOCCOCCOCCO1, Fc1ccc(CCl)cc1Oc1ccccc1, N#C[K], C1CCOC1, O. The product is N#CCc1ccc(F)c(Oc2ccccc2)c1. RXN SMILES: [CH2:20]1[O:21][CH2:22][CH2:23][O:24][CH2:25][CH2:26][O:27][CH2:28][CH2:29][O:30][CH2:31][CH2:32][O:33][CH2:34][CH2:35][O:36][CH2:37]1.[F:1][c:2]1[c:3]([O:10][c:11]2[cH:12][cH:13][cH:14][cH:15][cH:16]2)[cH:4][c:5]([CH2:8][Cl:9])[cH:6][cH:7]1.[K:17][C:18]#[N:19].[O:38]1[CH2:39][CH2:40][CH2:41][CH2:42]1.[OH2:43]>>[F:1][c:2]1[c:3]([O:10][c:11]2[cH:12][cH:13][cH:14][cH:15][cH:16]2)[cH:4][c:5]([CH2:8][C:18]#[N:19])[cH:6][cH:7]1. The reactants are FC1=CC=C(C=C1)C=1N=C2OC=CN2C1C=1C=NC(=CC1)NN (6-(4-fluorophenyl)-5-(6-hydrazinylpyridin-3-yl)imidazo[2,1-b]oxazole), FC1=CC=C(C=N1)B(O)O (6-fluoropyridin-3-ylboronic acid), TEA, ClC1=C(C(=O)Cl)C=CC=C1 (2-chlorobenzoyl chloride), FC1=CC=C(C=C1)C=1N=C2OC=CN2C1 (6-(4-fluorophenyl)-imidazo[2,1-b]oxazole), C1CC(=O)N(C1=O)I (NIS), NN (hydrazine). Solvent: C1CCOC1 (THF), C(Cl)Cl (DCM), C1CCOC1 (THF). Reaction conditions: time 30 minute. The product is ClC1=C(C(=O)NNC2=NC=C(C=C2)C2=C(N=C3OC=CN32)C3=CC=C(C=C3)F)C=CC=C1 (2-chloro-N′-(5-(6-(4-fluorophenyl)imidazo[2,1-b]oxazol-5-yl)pyridin-2-yl)benzohydrazide). Isolated yield 89.0%. As a reaction SMILES: [F:1][C:2]1[CH:7]=[CH:6][C:5]([C:8]2[N:9]=[C:10]3[N:14]([C:15]=2[C:16]2[CH:17]=[N:18][C:19]([NH:22][NH2:23])=[CH:20][CH:21]=2)[CH:13]=[CH:12][O:11]3)=[CH:4][CH:3]=1.FC1C=CC(C2N=C3N(C=2)C=CO3)=CC=1.C1C(=O)N(I)C(=O)C1.FC1N=CC(B(O)O)=CC=1.NN.[Cl:59][C:60]1[CH:68]=[CH:67][CH:66]=[CH:65][C:61]=1[C:62](Cl)=[O:63]>C1COCC1.C(Cl)Cl>[Cl:59][C:60]1[CH:68]=[CH:67][CH:66]=[CH:65][C:61]=1[C:62]([NH:23][NH:22][C:19]1[CH:20]=[CH:21][C:16]([C:15]2[N:14]3[C:10]([O:11][CH:12]=[CH:13]3)=[N:9][C:8]=2[C:5]2[CH:6]=[CH:7][C:2]([F:1])=[CH:3][CH:4]=2)=[CH:17][N:18]=1)=[O:63]. Procedure details: A 100 mL round-bottom flask charged with 6-(4-fluorophenyl)-5-(6-hydrazinylpyridin-3-yl)imidazo[2,1-b]oxazole (0.35 g, 1.1 mmol; prepared from A using 6-(4-fluorophenyl)-imidazo[2,1-b]oxazole [WO2004110990A2, Example 1, Steps 1-3], and NIS, C using 6-fluoropyridin-3-ylboronic acid [Asymchem], and D using 1M hydrazine in THF) in THF (10 mL) and DCM (10 mL) was treated with TEA (0.17 mL, 1.2 mmol) and 2-chlorobenzoyl chloride (0.14 mL, 1.1 mmol). The reaction mixture was stirred at ambient tempera...